This data is from the Open Reaction Database (ORD), a public repository of structured organic reaction records. The task is: describe an organic reaction: reactants, conditions, products, and yield Reactants: C(C)(C)(C)[Si](O[C@H](C)[C@@H]1[C@H]2[C@H](C(=C(N2C1=O)C(=O)OCC=C)S(=O)C)C)(C)C (allyl (4R,5S,6S)-6-[(1R)-1-(tertbutyldimethylsilyloxy)ethyl]-4-methyl-3-methylsulfinyl-7-oxo-1-azabicyclo[3.2.0]hept-2-ene-2-carboxylate), C(C=C)OC(=O)N1[C@@H](C[C@@H](C1)S)COCCF ((2S,4S)-1-allyloxycarbonyl-2-(2-fluoroethyloxymethyl)-4-mercaptopyrrolidine), C(C)(C)N(CC)C(C)C (diisopropylethylamine). Run in C(C)OCC (diethyl ether), CN(C=O)C (N,N-dimethylformamide). Conditions: time 2 hour. Product: C(C=C)OC(=O)N1[C@@H](C[C@@H](C1)SC1=C(N2C([C@@H]([C@H]2[C@H]1C)[C@@H](C)O[Si](C)(C)C(C)(C)C)=O)C(=O)OCC=C)COCCF (allyl (4R,5S,6S)-3-[(2S,4S)-1-allyloxycarbonyl-2-(2-fluoroethyloxymethyl)pyrrolidin-4-ylthio]-6-[(1R)-1-(tert-butyldimethylsilyloxy)ethyl]-4-methyl-7-oxo-1-azabicyclo[3.2.0]hept-2-ene-2-carboxylate). The yield is 43.4%. As a reaction SMILES: [C:1]([Si:5]([CH3:28])([CH3:27])[O:6][C@@H:7]([C@H:9]1[C:15](=[O:16])[N:14]2[C@@H:10]1[C@@H:11]([CH3:26])[C:12]([S:23]([CH3:25])=O)=[C:13]2[C:17]([O:19][CH2:20][CH:21]=[CH2:22])=[O:18])[CH3:8])([CH3:4])([CH3:3])[CH3:2].[CH2:29]([O:32][C:33]([N:35]1[CH2:39][C@@H](S)[CH2:37][C@H:36]1[CH2:41][O:42][CH2:43][CH2:44][F:45])=[O:34])[CH:30]=[CH2:31].C(N(C(C)C)CC)(C)C>CN(C)C=O.C(OCC)C>[CH2:29]([O:32][C:33]([N:35]1[CH2:39][C@@H:25]([S:23][C:12]2[C@H:11]([CH3:26])[C@H:10]3[N:14]([C:15](=[O:16])[C@@H:9]3[C@H:7]([O:6][Si:5]([C:1]([CH3:4])([CH3:3])[CH3:2])([CH3:28])[CH3:27])[CH3:8])[C:13]=2[C:17]([O:19][CH2:20][CH:21]=[CH2:22])=[O:18])[CH2:37][C@H:36]1[CH2:41][O:42][CH2:43][CH2:44][F:45])=[O:34])[CH:30]=[CH2:31]. Reported procedure: To a mixture of allyl (4R,5S,6S)-6-[(1R)-1-(tertbutyldimethylsilyloxy)ethyl]-4-methyl-3-methylsulfinyl-7-oxo-1-azabicyclo[3.2.0]hept-2-ene-2-carboxylate (33 mg) and (2S,4S)-1-allyloxycarbonyl-2-(2-fluoroethyloxymethyl)-4-mercaptopyrrolidine (21 mg) in N,N-dimethylformamide (1.0 ml) was added diisopropylethylamine (10 mg). After stirring for 2 hours at ambient temperature, the solution was diluted with diethyl ether (10 ml) and washed with water, 1N hydrochloric acid, aqueous sodium bicarbonate s... Starting materials: BrC1=NC(=CC=C1)Br (2,6-dibromo pyridine), BrC=1C=C(C(=C(C1)F)CBr)F (5-bromo-2-(bromomethyl)-1,3-difluorobenzene). Reagents/catalysts: C=1C=CC(=CC1)[P](C=2C=CC=CC2)(C=3C=CC=CC3)[Pd]([P](C=4C=CC=CC4)(C=5C=CC=CC5)C=6C=CC=CC6)([P](C=7C=CC=CC7)(C=8C=CC=CC8)C=9C=CC=CC9)[P](C=1C=CC=CC1)(C=1C=CC=CC1)C=1C=CC=CC1 (tetrakis(triphenylphosphine)palladium), [Zn].C1CCOC1 (Zn THF). Run in C1CCOC1 (THF). Conditions: time 30 minute. Yields the product BrC1=NC(=CC=C1)CC1=C(C=C(C=C1F)Br)F (2-bromo-6-(4-bromo-2,6-difluorobenzyl)pyridine). The yield is 67.6%. RXN SMILES: [Br:1][C:2]1[CH:3]=[C:4]([F:11])[C:5]([CH2:9]Br)=[C:6]([F:8])[CH:7]=1.[Br:12][C:13]1[CH:18]=[CH:17][CH:16]=[C:15](Br)[N:14]=1>C1COCC1.[Zn].C1COCC1.C1C=CC([P]([Pd]([P](C2C=CC=CC=2)(C2C=CC=CC=2)C2C=CC=CC=2)([P](C2C=CC=CC=2)(C2C=CC=CC=2)C2C=CC=CC=2)[P](C2C=CC=CC=2)(C2C=CC=CC=2)C2C=CC=CC=2)(C2C=CC=CC=2)C2C=CC=CC=2)=CC=1>[Br:12][C:13]1[CH:18]=[CH:17][CH:16]=[C:15]([CH2:9][C:5]2[C:4]([F:11])=[CH:3][C:2]([Br:1])=[CH:7][C:6]=2[F:8])[N:14]=1 |f:3.4,^1:34,36,55,74|. Reported procedure: To a solution of 5-bromo-2-(bromomethyl)-1,3-difluorobenzene (from Step B above, 18.5 g, 65.17 mmol) in THF (400 mL) was added 100 mL of Zn/THF solution (5 g Zn/100 mL, 76.46 mmol) at 0° C. The mixture was warmed to room temperature and stirred for 30 minutes. To this reaction was added 2,6-dibromo pyridine (15.44 g, 65.17 mmol) and tetrakis(triphenylphosphine)palladium (7.51 g, 6.51 mmol), and heated to 90° C. for 1 hr. The reaction was monitor by LCMS. After cooling to room temperature, the re... Starting materials: ClC1=NC=CC(=C1)OC=1C=NC(=NC1)N (5-((2-chloropyridin-4-yl)oxy)pyrimidin-2-amine), CN1N=CC(=C1)B1OC(C(O1)(C)C)(C)C (1-methyl-4-(4,4,5,5-tetramethyl-1,3,2-dioxaborolan-2-yl)-1H-pyrazole), C([O-])([O-])=O.[K+].[K+] (potassium carbonate). Reagents/catalysts: C=1C=CC(=CC1)[P](C=2C=CC=CC2)(C=3C=CC=CC3)[Pd]([P](C=4C=CC=CC4)(C=5C=CC=CC5)C=6C=CC=CC6)([P](C=7C=CC=CC7)(C=8C=CC=CC8)C=9C=CC=CC9)[P](C=1C=CC=CC1)(C=1C=CC=CC1)C=1C=CC=CC1 (Pd(PPh3)4). Solvent: O1CCOCC1 (dioxane), O (water). Reaction conditions: temperature 85 celsius. Product: CN1N=CC(=C1)C1=NC=CC(=C1)OC=1C=NC(=NC1)N (5-((2-(1-methyl-1H-pyrazol-4-yl)pyridin-4-yl)oxy)pyrimidin-2-amine). Yield: 55.8%. Reaction SMILES: Cl[C:2]1[CH:7]=[C:6]([O:8][C:9]2[CH:10]=[N:11][C:12]([NH2:15])=[N:13][CH:14]=2)[CH:5]=[CH:4][N:3]=1.[CH3:16][N:17]1[CH:21]=[C:20](B2OC(C)(C)C(C)(C)O2)[CH:19]=[N:18]1.C(=O)([O-])[O-].[K+].[K+]>O1CCOCC1.O.C1C=CC([P]([Pd]([P](C2C=CC=CC=2)(C2C=CC=CC=2)C2C=CC=CC=2)([P](C2C=CC=CC=2)(C2C=CC=CC=2)C2C=CC=CC=2)[P](C2C=CC=CC=2)(C2C=CC=CC=2)C2C=CC=CC=2)(C2C=CC=CC=2)C2C=CC=CC=2)=CC=1>[CH3:16][N:17]1[CH:21]=[C:20]([C:2]2[CH:7]=[C:6]([O:8][C:9]3[CH:10]=[N:11][C:12]([NH2:15])=[N:13][CH:14]=3)[CH:5]=[CH:4][N:3]=2)[CH:19]=[N:18]1 |f:2.3.4,^1:47,49,68,87|. Reported procedure: 5-((2-chloropyridin-4-yl)oxy)pyrimidin-2-amine (676 mg, 3.04 mmol), 1-methyl-4-(4,4,5,5-tetramethyl-1,3,2-dioxaborolan-2-yl)-1H-pyrazole (758 mg, 3.64 mmol), potassium carbonate (1.259 g, 9.11 mmol) and Pd(PPh3)4 (175 mg, 0.152 mmol) were combined in dioxane (12 mL) and water (3 mL). The mixture was degassed with argon, and warmed to 85° C. overnight. The mixture was diluted with EtOAc (75 mL) and water (40 mL) and was filtered to collect an off-white solid. The organic phase was separated, wash... Reactants: [OH-].[Na+] (sodium hydroxide), N1N=C(C2=CC=CC=C12)C(=O)O (indazol-3-carboxylic acid), [H-].COCCO[Al+]OCCOC.[Na+].[H-] (sodium bis(2-methoxyethoxy)aluminum hydride), [H-].COCCO[Al+]OCCOC.[Na+].[H-] (Sodium bis(2-methoxyethoxy)aluminum hydride), Compound ( I ). Solvent: O1CCCC1 (tetrahydrofuran). Run at time 2 hour. Product: N1N=C(C2=CC=CC=C12)CO ((1H-indazol-3-yl)methanol). As a reaction SMILES: [NH:1]1[C:9]2[C:4](=[CH:5][CH:6]=[CH:7][CH:8]=2)[C:3]([C:10](O)=[O:11])=[N:2]1.[H-].COCCO[Al+]OCCOC.[Na+].[H-].[OH-].[Na+]>O1CCCC1>[NH:1]1[C:9]2[C:4](=[CH:5][CH:6]=[CH:7][CH:8]=2)[C:3]([CH2:10][OH:11])=[N:2]1 |f:1.2.3.4,5.6|. Procedure details: Commercially available indazol-3-carboxylic acid (500 mg, 3.08 mmol) was dissolved in tetrahydrofuran (THF) (10 mL) and sodium bis(2-methoxyethoxy)aluminum hydride (70% toluene solution, 1.78 g, 6.17 mmol) was added thereto under ice-cooling, under argon atmosphere, followed by stirring for 2 hours under heating and reflux. Sodium bis(2-methoxyethoxy)aluminum hydride (70% toluene solution, 2.67 g, 9.25 mmol) was further added to the mixture under ice-cooling and the mixture was stirred for 2 hou...